Dataset: the Open Reaction Database (ORD), a public repository of structured organic reaction records. Task: describe an organic reaction: reactants, conditions, products, and yield The reactants are N(=O)[N+](=O)[O-] (dinitrogen trioxide), C(#N)C=1C=C(C(=O)N)C=CC1 (m-Cyanobenzamide), CC1C(C(CC(O1)OC2C(OC(CC2O)OC3C(OC(CC3O)OC4CCC5(C(C4)CCC6C5CCC7(C6(CC(C7C8=CC(=O)OC8)OC(=O)C)O)C)C)C)C)O)O (336 N). Solvent: S(O)(O)(=O)=O (sulfuric acid). Product: C(#N)C=1C=C(C(=O)O)C=CC1 (m-cyanobenzoic acid). The yield is 92.0%. As a reaction SMILES: [C:1]([C:3]1[CH:4]=[C:5]([CH:9]=[CH:10][CH:11]=1)[C:6](N)=[O:7])#[N:2].N([N+]([O-])=O)=[O:13].CC1OC(OC2C(O)CC(OC3C(O)CC(OC4CC5CCC6C7(O)CC(OC(C)=O)C(C8COC(=O)C=8)C7(C)CCC6C5(C)CC4)OC3C)OC2C)CC(O)C1O>S(=O)(=O)(O)O>[C:1]([C:3]1[CH:4]=[C:5]([CH:9]=[CH:10][CH:11]=1)[C:6]([OH:13])=[O:7])#[N:2]. Procedure: m-Cyanobenzamide (2.92 g) was added to a 70 wt. % aqueous sulfuric acid solution (100 ml), and the mixture was stirred under cooling with ice. The mixture was allowed to react while dinitrogen trioxide gas was introduced thereto at 336 N ml/hour for two hours. The precipitated crystals were collected through filtration, washed with water, and dried, to thereby obtain 2.68 g of m-cyanobenzoic acid (yield 92%, based on m-cyanobenzamide). The m-cyanobenzoic acid obtained had a purity of 99% or more... The reactants are CO, CC(C)c1cc(S(=O)(=O)Cl)ccc1Cl, Nc1cc(Cl)cnc1C(=O)c1ccnc2[nH]ccc12, [Na+], [OH-], O, c1ccncc1. The product is CC(C)c1cc(S(=O)(=O)Nc2cc(Cl)cnc2C(=O)c2ccnc3[nH]ccc23)ccc1Cl. RXN SMILES: [CH3:34][OH:35].[Cl:20][c:21]1[c:22]([CH:31]([CH3:32])[CH3:33])[cH:23][c:24]([S:27](=[O:28])(=[O:29])[Cl:30])[cH:25][cH:26]1.[NH2:1][c:2]1[c:3]([C:9](=[O:10])[c:11]2[c:12]3[c:13]([n:14][cH:15][cH:16]2)[nH:17][cH:18][cH:19]3)[n:4][cH:5][c:6]([Cl:8])[cH:7]1.[Na+:37].[OH-:36].[OH2:44].[cH:38]1[cH:39][cH:40][n:41][cH:42][cH:43]1>>[NH:1]([c:2]1[c:3]([C:9](=[O:10])[c:11]2[c:12]3[c:13]([n:14][cH:15][cH:16]2)[nH:17][cH:18][cH:19]3)[n:4][cH:5][c:6]([Cl:8])[cH:7]1)[S:27]([c:24]1[cH:23][c:22]([CH:31]([CH3:32])[CH3:33])[c:21]([Cl:20])[cH:26][cH:25]1)(=[O:28])=[O:29].